From a dataset of the Open Reaction Database (ORD), a public repository of structured organic reaction records. describe an organic reaction: reactants, conditions, products, and yield The reactants are CCCCc1oc2ccccc2c1C(=O)NCc1ccc(-c2ccc(OC(C)C(=O)[O-])c(Br)c2)cc1, CO, Cl, [Na+], [OH-], O. Yields the product CCCCc1oc2ccccc2c1C(=O)NCc1ccc(-c2ccc(OCC(=O)O)c(Br)c2)cc1. As a reaction SMILES: [CH3:1][CH:2]([C:3](=[O:4])[O-:5])[O:6][c:7]1[c:8]([Br:36])[cH:9][c:10](-[c:13]2[cH:14][cH:15][c:16]([CH2:19][NH:20][C:21](=[O:22])[c:23]3[c:24]([CH2:32][CH2:33][CH2:34][CH3:35])[o:25][c:26]4[c:27]3[cH:28][cH:29][cH:30][cH:31]4)[cH:17][cH:18]2)[cH:11][cH:12]1.[CH3:41][OH:42].[ClH:40].[Na+:39].[OH-:38].[OH2:37]>>[CH2:2]([C:3](=[O:4])[OH:5])[O:6][c:7]1[c:8]([Br:36])[cH:9][c:10](-[c:13]2[cH:14][cH:15][c:16]([CH2:19][NH:20][C:21](=[O:22])[c:23]3[c:24]([CH2:32][CH2:33][CH2:34][CH3:35])[o:25][c:26]4[c:27]3[cH:28][cH:29][cH:30][cH:31]4)[cH:17][cH:18]2)[cH:11][cH:12]1. The reactants are C[Si](C)(C)N=C=O (trimethylsilylisocyanate), BrC1=CC=CC2=C1[C@@H]1CCCN([C@H]1CC2)C2=C(C=CC=C2)C ((-)-trans-1,2,3,4,4a,5,6,10b-octahydro-10-bromo-4-(methylphenyl)benzo[f]quinoline), solvent. Solvent: CCCCC (pentane), O1CCCC1 (tetrahydrofuran). Reaction conditions: temperature -78 celsius, time 5 minute. Yields the product NC(=O)C1=CC=CC2=C1[C@@H]1CCCN([C@H]1CC2)C2=C(C=CC=C2)C (trans-1,2,3,4,4a,5,6,10b-octahydro-10-(aminocarbonyl)-4-(methylphenyl)benzo[f]quinoline). RXN SMILES: Br[C:2]1[C:7]2[C@H:8]3[C@H:13]([CH2:14][CH2:15][C:6]=2[CH:5]=[CH:4][CH:3]=1)[N:12]([C:16]1[CH:21]=[CH:20][CH:19]=[CH:18][C:17]=1[CH3:22])[CH2:11][CH2:10][CH2:9]3.C[Si]([N:27]=[C:28]=[O:29])(C)C>O1CCCC1.CCCCC>[NH2:27][C:28]([C:2]1[C:7]2[C@H:8]3[C@H:13]([CH2:14][CH2:15][C:6]=2[CH:5]=[CH:4][CH:3]=1)[N:12]([C:16]1[CH:21]=[CH:20][CH:19]=[CH:18][C:17]=1[CH3:22])[CH2:11][CH2:10][CH2:9]3)=[O:29]. Procedure details: A solution of the (-)-trans-1,2,3,4,4a,5,6,10b-octahydro-10-bromo-4-(methylphenyl)benzo[f]quinoline (B-8, 6.60 g, 18.5 mmol) in dry tetrahydrofuran (50 mls) under nitrogen was cooled to -78° C., and t-bulyllithium (1.7M in pentane, 22.3 mls, 38.1 mmol) was added in about 10 seconds. The mixture was stirred at -78° C. for 5 minutes, and trimethylsilylisocyanate (46.5 mmol) was added via a syringe in one shot. The cold bath was removed, and the mixture was stiffed at ambient temperature for 1.5 ho... Reactants: CC(C)(C)OC(=O)Nc1cccc(OC2CCN(C(=O)OCc3ccccc3)CC2)c1, ClCCl, O=C(O)C(F)(F)F. Product: Nc1cccc(OC2CCN(C(=O)OCc3ccccc3)CC2)c1. Reaction SMILES: [CH2:1]([c:2]1[cH:3][cH:4][cH:5][cH:6][cH:7]1)[O:8][C:9](=[O:10])[N:11]1[CH2:12][CH2:13][CH:14]([O:17][c:18]2[cH:19][c:20]([NH:24][C:25]([O:26][C:27]([CH3:28])([CH3:29])[CH3:30])=[O:31])[cH:21][cH:22][cH:23]2)[CH2:15][CH2:16]1.[Cl:39][CH2:40][Cl:41].[OH:32][C:33]([C:34]([F:35])([F:36])[F:37])=[O:38]>>[CH2:1]([c:2]1[cH:3][cH:4][cH:5][cH:6][cH:7]1)[O:8][C:9](=[O:10])[N:11]1[CH2:12][CH2:13][CH:14]([O:17][c:18]2[cH:19][c:20]([NH2:24])[cH:21][cH:22][cH:23]2)[CH2:15][CH2:16]1.